Task: describe an organic reaction: reactants, conditions, products, and yield. Dataset: the Open Reaction Database (ORD), a public repository of structured organic reaction records The reactants are resultant mixture, CC1=COC2=C(C(N1)=O)C=CC=C2 (4,5-dihydro-3-methyl-1,4-benzoxazepin-5-one), BrCCCCCBr (1,5-dibromopentane), [H-].[Na+] (sodium hydride). Solvent: CN(C=O)C (dimethylformamide). Run at time 1 hour. The product is BrCCCCCN1C(=COC2=C(C1=O)C=CC=C2)C (4-(5-bromopentyl)-4,5-dihydro-3-methyl-1,4-benzoxazepin-5-one). Reaction SMILES: [CH3:1][C:2]1[NH:8][C:7](=[O:9])[C:6]2[CH:10]=[CH:11][CH:12]=[CH:13][C:5]=2[O:4][CH:3]=1.[H-].[Na+].[Br:16][CH2:17][CH2:18][CH2:19][CH2:20][CH2:21]Br>CN(C)C=O>[Br:16][CH2:17][CH2:18][CH2:19][CH2:20][CH2:21][N:8]1[C:7](=[O:9])[C:6]2[CH:10]=[CH:11][CH:12]=[CH:13][C:5]=2[O:4][CH:3]=[C:2]1[CH3:1] |f:1.2|. Reported procedure: 250 mg of 4,5-dihydro-3-methyl-1,4-benzoxazepin-5-one was dissolved in 20 ml of dimethylformamide, then 68 mg (1.2 equivalents) of 60% sodium hydride was added under ice cooling. This was agitated at room temperature for 1 hour, then 0.78 ml (4 equivalents) of 1,5-dibromopentane was added and the resultant mixture was agitated for 6 hours. Procedure details: Synthesis of HPIs of the disclosure can be performed by any means by one of skill in the art. However, an example of synthesis of HPI-1 is provided. HPI-1 can be readily prepared in a one-pot synthesis using the Hantzsch reaction (Loev et al., J. Pharm. Pharmacol. (1972) 24:917-918) (see also FIG. 10 panel A-B). This synthetic transformation generates the dihydropyridyl pharmacophore from an aldehyde, two 1,3-diones, and ammonia acetate in high yields. First, one of the 1,3-diones was prepared i... Reactants: COC1=C(C=O)C=CC=C1 (2-methoxybenzaldehyde), α,β-unsaturated ketone, C(CC(=O)[O-])(=O)OCC (ethyl malonate), aldehyde, ester, dihydropyridyl, CC1=C(C(C2=C(N1)CC(CC2=O)C3=CC=CC=C3OC)C4=CC(=CC=C4)O)C(=O)OCCOC (HPI-1), CC1=C(C(C2=C(N1)CC(CC2=O)C3=CC=CC=C3OC)C4=CC(=CC=C4)O)C(=O)OCCOC (HPI-1), C(C)(=O)O.N (ammonia acetate). The product is COC1=C(C=CC=C1)C=CC(C)=O (4-(2-methoxyphenyl)but-3-en-2-one), aryl-substituted. As a reaction SMILES: CC1NC2C[CH:9]([C:13]3[C:18]([O:19][CH3:20])=[CH:17][CH:16]=[CH:15][CH:14]=3)[CH2:10][C:11](=[O:12])[C:5]=2C(C2C=CC=C(O)C=2)C=1C(OCCOC)=O.C(O)(=O)C.N.COC1C=CC=CC=1C=O.C(OCC)(=O)CC([O-])=O>CC(C)=O>[CH3:20][O:19][C:18]1[CH:17]=[CH:16][CH:15]=[CH:14][C:13]=1[CH:9]=[CH:10][C:11](=[O:12])[CH3:5] |f:1.2|. The solvent is CC(=O)C (acetone). Starting materials: C(C)(=O)N1CCC(=CC1)C1=CC=C(C=2N=C(SC21)NC(C2=CC=C(C=C2)F)=O)OC (N-[7-(1-acetyl-1,2,3,6-tetrahydro-pyridin-4-yl)-4-methoxy-benzothiazol-2-yl]-4-fluoro-benzamide). The reagents and catalysts are [Pd] (Pd/C). Solvent: CO (methanol). Conditions: time 6 hour. The product is C(C)(=O)N1CCC(CC1)C1=CC=C(C=2N=C(SC21)NC(C2=CC=C(C=C2)F)=O)OC (N-[7-(1-acetyl-piperidin-4-yl)-4-methoxy-benzothiazol-2-yl]-4-fluoro-benzamide). Isolated yield 5.2%. RXN SMILES: [C:1]([N:4]1[CH2:9][CH:8]=[C:7]([C:10]2[C:18]3[S:17][C:16]([NH:19][C:20](=[O:28])[C:21]4[CH:26]=[CH:25][C:24]([F:27])=[CH:23][CH:22]=4)=[N:15][C:14]=3[C:13]([O:29][CH3:30])=[CH:12][CH:11]=2)[CH2:6][CH2:5]1)(=[O:3])[CH3:2]>CO.[Pd]>[C:1]([N:4]1[CH2:9][CH2:8][CH:7]([C:10]2[C:18]3[S:17][C:16]([NH:19][C:20](=[O:28])[C:21]4[CH:22]=[CH:23][C:24]([F:27])=[CH:25][CH:26]=4)=[N:15][C:14]=3[C:13]([O:29][CH3:30])=[CH:12][CH:11]=2)[CH2:6][CH2:5]1)(=[O:3])[CH3:2]. Reported procedure: To a solution of 0.04 g (0.94 mMol) of N-[7-(1-acetyl-1,2,3,6-tetrahydro-pyridin-4-yl)-4-methoxy-benzothiazol-2-yl]-4-fluoro-benzamide in 2.0 ml of methanol 10.0 mg of Pd/C (10%) were added. This reaction mixture was hydrogenated at 60° C. for 6 h, then filtered and evaporated to dryness in vacuo to yield 0.021 g (52%) N-[7-(1-acetyl-piperidin-4-yl)-4-methoxy-benzothiazol-2-yl]-4-fluoro-benzamide as a white solid. F.p.: 225-233° C.